Dataset: the Open Reaction Database (ORD), a public repository of structured organic reaction records. Task: describe an organic reaction: reactants, conditions, products, and yield Starting materials: [H][H] (hydrogen), [C@@H]1([C@H](O)[C@H](O)[C@@H](CO)O1)N1C(=O)NC(=O)CC1 (dihydrouridine), N (ammonia). The reagents and catalysts are [Rh] (rhodium on alumina). The solvent is O (water). The product is OC1NC(N(CC1)[C@H]1[C@H](O)[C@H](O)[C@H](O1)CO)=O (4-hydroxy-1-β-D-ribofuranosyl-tetrahydro-2(1H)-pyrimidinone), [C@@H]1([C@H](O)[C@H](O)[C@H](O1)CO)N1C(NCCC1)=O (1-β-D-ribofuranosyl-tetrahydro-2(1H)-pyrimidinone). Reaction SMILES: [C@@H:1]1([N:10]2[CH2:17][CH2:16][C:14](=[O:15])[NH:13][C:11]2=[O:12])[O:9][C@H:6]([CH2:7][OH:8])[C@@H:4]([OH:5])[C@H:2]1[OH:3].N.[H][H]>[Rh].O>[OH:15][CH:14]1[CH2:16][CH2:17][N:10]([C@@H:1]2[O:9][C@H:6]([CH2:7][OH:8])[C@@H:4]([OH:5])[C@H:2]2[OH:3])[C:11](=[O:12])[NH:13]1.[C@@H:1]1([N:10]2[CH2:17][CH2:16][CH2:14][NH:13][C:11]2=[O:12])[O:9][C@H:6]([CH2:7][OH:8])[C@@H:4]([OH:5])[C@H:2]1[OH:3]. Procedure details: One and six tenths grams of the dihydrouridine obtained above in 60 ml. of water containing 0.6 ml. of concentrated ammonia was reduced with 0.5 g. of 5% rhodium on alumina in the presence of 42 pounds of hydrogen for a period of 18 hours. The resulting material was filtered to remove the catalyst, evaporated in vacuo and then extracted in a 500 tube Craig apparatus in a system consisting of 2-butanol-water as in Example 1. In this manner, 4-hydroxy-1-β-D-ribofuranosyl-tetrahydro-2(1H)-pyrimidin...